Dataset: the Open Reaction Database (ORD), a public repository of structured organic reaction records. Task: describe an organic reaction: reactants, conditions, products, and yield The reactants are CON=C(C(C)=O)c1ccc(OCCCOc2c(Cl)cc(OCC=C(Cl)Cl)cc2Cl)cc1, CON, Cl, c1ccncc1. Product: CON=C(C)C(=NOC)c1ccc(OCCCOc2c(Cl)cc(OCC=C(Cl)Cl)cc2Cl)cc1. As a reaction SMILES: [CH3:1][O:2][N:3]=[C:4]([C:5]([CH3:6])=[O:7])[c:8]1[cH:9][cH:10][c:11]([O:14][CH2:15][CH2:16][CH2:17][O:18][c:19]2[c:20]([Cl:32])[cH:21][c:22]([O:26][CH2:27][CH:28]=[C:29]([Cl:30])[Cl:31])[cH:23][c:24]2[Cl:25])[cH:12][cH:13]1.[CH3:34][O:35][NH2:36].[ClH:33].[cH:37]1[cH:38][cH:39][n:40][cH:41][cH:42]1>>[CH3:1][O:2][N:3]=[C:4]([C:5]([CH3:6])=[N:36][O:35][CH3:34])[c:8]1[cH:9][cH:10][c:11]([O:14][CH2:15][CH2:16][CH2:17][O:18][c:19]2[c:20]([Cl:32])[cH:21][c:22]([O:26][CH2:27][CH:28]=[C:29]([Cl:30])[Cl:31])[cH:23][c:24]2[Cl:25])[cH:12][cH:13]1. As a reaction SMILES: [Br:1][c:2]1[c:3]([O:19][CH3:20])[c:4]2[c:5]([cH:6][cH:7]1)[CH:8]1[CH:9]([N:10]([CH2:14][CH2:15][CH3:16])[CH2:11][CH2:12][CH2:13]1)[CH2:17][O:18]2.[CH2:21]([Li:22])[CH2:23][CH2:24][CH3:25].[CH3:26][N:27]([CH:28]=[O:29])[CH3:30].[O:31]1[CH2:32][CH2:33][CH2:34][CH2:35]1>>[c:2]1([CH2:28][OH:29])[c:3]([O:19][CH3:20])[c:4]2[c:5]([cH:6][cH:7]1)[CH:8]1[CH:9]([N:10]([CH2:14][CH2:15][CH3:16])[CH2:11][CH2:12][CH2:13]1)[CH2:17][O:18]2. Reactants: CCCN1CCCC2c3ccc(Br)c(OC)c3OCC21, [Li]CCCC, CN(C)C=O, C1CCOC1. Product: CCCN1CCCC2c3ccc(CO)c(OC)c3OCC21.